Dataset: the Open Reaction Database (ORD), a public repository of structured organic reaction records. Task: describe an organic reaction: reactants, conditions, products, and yield Starting materials: CC(=O)O, CCO, CCc1nn2c(-c3ccc(OC)cc3Cl)cccc2c1[N+](=O)[O-], O, [Zn]. Yields the product CCc1nn2c(-c3ccc(OC)cc3Cl)cccc2c1N. Reaction SMILES: [CH3:25][C:26](=[O:27])[OH:28].[CH3:29][CH2:30][OH:31].[Cl:1][c:2]1[c:3](-[c:10]2[cH:11][cH:12][cH:13][c:14]3[n:15]2[n:16][c:17]([CH2:22][CH3:23])[c:18]3[N+:19]([O-:20])=[O:21])[cH:4][cH:5][c:6]([O:8][CH3:9])[cH:7]1.[OH2:24].[Zn:32]>>[Cl:1][c:2]1[c:3](-[c:10]2[cH:11][cH:12][cH:13][c:14]3[n:15]2[n:16][c:17]([CH2:22][CH3:23])[c:18]3[NH2:19])[cH:4][cH:5][c:6]([O:8][CH3:9])[cH:7]1. The reactants are C1(CC1)C1=C(C=CC=C1)N1CCNCC1 (1-(2-cyclopropylphenyl)piperazine), ClCCN(C(C1=CC=CC=C1)(C1=CC=CC=C1)C1=CC=CC=C1)C (2-chloro-N-methyl-N-(triphenylmethyl)-ethanamine), C([O-])([O-])=O.[K+].[K+] (potassium carbonate). The solvent is CN(C=O)C (dimethylformamide). Reaction conditions: temperature 96 celsius. Product: C1(CC1)C1=C(C=CC=C1)N1CCN(CC1)CCN(C(C1=CC=CC=C1)(C1=CC=CC=C1)C1=CC=CC=C1)C (2-[4-(2-cyclopropylphenyl)piperazin- 1-yl]-N-methyl-N-(triphenylmethyl)ethanamine). Yield: 18.7%. Reaction SMILES: [CH:1]1([C:4]2[CH:9]=[CH:8][CH:7]=[CH:6][C:5]=2[N:10]2[CH2:15][CH2:14][NH:13][CH2:12][CH2:11]2)[CH2:3][CH2:2]1.Cl[CH2:17][CH2:18][N:19]([CH3:39])[C:20]([C:33]1[CH:38]=[CH:37][CH:36]=[CH:35][CH:34]=1)([C:27]1[CH:32]=[CH:31][CH:30]=[CH:29][CH:28]=1)[C:21]1[CH:26]=[CH:25][CH:24]=[CH:23][CH:22]=1.C(=O)([O-])[O-].[K+].[K+]>CN(C)C=O>[CH:1]1([C:4]2[CH:9]=[CH:8][CH:7]=[CH:6][C:5]=2[N:10]2[CH2:11][CH2:12][N:13]([CH2:17][CH2:18][N:19]([CH3:39])[C:20]([C:27]3[CH:32]=[CH:31][CH:30]=[CH:29][CH:28]=3)([C:21]3[CH:22]=[CH:23][CH:24]=[CH:25][CH:26]=3)[C:33]3[CH:38]=[CH:37][CH:36]=[CH:35][CH:34]=3)[CH2:14][CH2:15]2)[CH2:3][CH2:2]1 |f:2.3.4|. Procedure details: 9.0 g (44.4 mmol) of 1-(2-cyclopropylphenyl)piperazine, 200 ml of dimethylformamide, 15 g (44.4 mmol) of 2-chloro-N-methyl-N-(triphenylmethyl)-ethanamine and 9 g of potassium carbonate are introduced into a 500-ml round bottom flask fitted with a condenser and placed under nitrogen and the mixture is heated to 96° C. for 6 h three times. The solvent is evaporated off, the residue is taken up with water and dichloromethane, the organic phase is separated off, is washed with water and is dried ove... The reactants are CS(=O)(=O)Cl (methanesulfonyl chloride), [OH-].[Na+] (sodium hydroxide), NC1=CC=C(C=C1)CC=C1CN2CCC1CC2 (3-[2-(4-aminophenyl)ethylidene]1-azabicyclo[2.2.2]octane), O (water). The solvent is C(Cl)Cl (methylene chloride), C(Cl)Cl (methylene chloride), C(Cl)Cl (methylene chloride). Conditions: temperature -50 celsius. Product: Cl.N12CC(C(CC1)CC2)=CCC2=CC=C(C=C2)NS(=O)(=O)C (N-[4-(2-(1-Azabicyclo[2.2.2]oct-3-ylidene)ethyl)phenyl]-methanesulfonamide hydrochloride). RXN SMILES: [NH2:1][C:2]1[CH:7]=[CH:6][C:5]([CH2:8][CH:9]=[C:10]2[CH:15]3[CH2:16][CH2:17][N:12]([CH2:13][CH2:14]3)[CH2:11]2)=[CH:4][CH:3]=1.[CH3:18][S:19]([Cl:22])(=[O:21])=[O:20].O.[OH-].[Na+]>C(Cl)Cl>[ClH:22].[N:12]12[CH2:13][CH2:14][CH:15]([CH2:16][CH2:17]1)[C:10](=[CH:9][CH2:8][C:5]1[CH:6]=[CH:7][C:2]([NH:1][S:19]([CH3:18])(=[O:21])=[O:20])=[CH:3][CH:4]=1)[CH2:11]2 |f:3.4,6.7|. Reported procedure: To 4.57 g (0.02 mole) of 3-[2-(4-aminophenyl)ethylidene]1-azabicyclo[2.2.2]octane dissolved in 100 ml of methylene chloride, cooled to -50° C., under a nitrogen atmosphere add dropwise a solution of 2.86 g (0.025 mole) of methanesulfonyl chloride in 25 ml of methylene chloride. After the addition is complete stir the reaction for one-half hour at -50° C. then allow to warm to room temperature. Stir at room temperature for one hour. Follow the progress of the reaction by thin-layer chromatography... Reactants: C(N)(=N)C1=CC=C(C=C1)N[C@H](C1=NN(C(N1)=O)C1=C(SC=C1)C(=O)O)C1=C(C2=C(OCCO2)C(=C1)OC)F ((S)-3-{3-[(4-carbamimidoylphenylamino)-(5-fluoro-8-methoxy-2,3-dihydrobenzo[1,4]dioxin-6-yl)methyl]-5-oxo-4,5-dihydro-[1,2,4]triazol-1-yl}thiophene-2-carboxylic acid), COC(N=C(C(C=1C=C(C2=C(CCO2)C1F)OC)=NC1=CC=C(C=C1)C#N)SC)=O ([2-(4-cyanophenylimino)-2-(4-fluoro-7-methoxy-2,3-dihydrobenzofuran-5-yl)-1-methylsulfanylethylidene]carbamic acid methyl ester). The product is C(N)(=N)C1=CC=C(C=C1)N[C@H](C1=NN(C(N1)=O)C1=C(SC=C1)C(=O)O)C=1C=C(C2=C(CCO2)C1F)OC ((S)-3-{3-[(4-Carbamimidoylphenylamino)-(4-fluoro-7-methoxy-2,3-dihydrobenzofuran-5-yl)methyl]-5-oxo-4,5-dihydro[1,2,4]triazol-1-yl}thiophene-2-carboxylic acid). RXN SMILES: [C:1]([C:4]1[CH:9]=[CH:8][C:7]([NH:10][C@@H:11]([C:26]2[CH:35]=[C:34]([O:36][CH3:37])[C:29]3[O:30][CH2:31][CH2:32]O[C:28]=3[C:27]=2[F:38])[C:12]2[NH:16][C:15](=[O:17])[N:14]([C:18]3[CH:22]=[CH:21][S:20][C:19]=3[C:23]([OH:25])=[O:24])[N:13]=2)=[CH:6][CH:5]=1)(=[NH:3])[NH2:2].COC(=O)N=C(SC)C(=NC1C=CC(C#N)=CC=1)C1C=C(OC)C2OCCC=2C=1F>>[C:1]([C:4]1[CH:5]=[CH:6][C:7]([NH:10][C@@H:11]([C:26]2[CH:35]=[C:34]([O:36][CH3:37])[C:29]3[O:30][CH2:31][CH2:32][C:28]=3[C:27]=2[F:38])[C:12]2[NH:16][C:15](=[O:17])[N:14]([C:18]3[CH:22]=[CH:21][S:20][C:19]=3[C:23]([OH:25])=[O:24])[N:13]=2)=[CH:8][CH:9]=1)(=[NH:3])[NH2:2]. Procedure details: The same procedure was carried out as in Examples (168b) to (168d), except that [2-(4-cyanophenylimino)-2-(4-fluoro-7-methoxy-2,3-dihydrobenzofuran-5-yl)-1-methylsulfanylethylidene]carbamic acid methyl ester (Example (161b)) was used instead of [2-(4-cyanophenylimino)-2-(5-fluoro-8-methoxy-2,3-dihydrobenzo[1,4]dioxin-6-yl)-1-methylsulfanylethylidene]carbamic acid methyl ester in Example (168b), to give the first eluting enantiomer of the title compound. Reactants: Nc1ccc(Br)cc1, ClCCl, O=CCc1c(Cl)ncnc1Cl, O=C(O)C(F)(F)F. Yields the product Clc1ncnc2c1CCN2c1ccc(Br)cc1. RXN SMILES: [Br:1][c:2]1[cH:3][cH:4][c:5]([NH2:6])[cH:7][cH:8]1.[Cl:27][CH2:28][Cl:29].[Cl:9][c:10]1[n:11][cH:12][n:13][c:14]([Cl:19])[c:15]1[CH2:16][CH:17]=[O:18].[F:20][C:21]([F:22])([F:23])[C:24]([OH:25])=[O:26]>>[Br:1][c:2]1[cH:3][cH:4][c:5]([N:6]2[c:14]3[n:13][cH:12][n:11][c:10]([Cl:9])[c:15]3[CH2:16][CH2:17]2)[cH:7][cH:8]1.